This data is from the Open Reaction Database (ORD), a public repository of structured organic reaction records. The task is: describe an organic reaction: reactants, conditions, products, and yield Solvent: ClCCl (dichloromethane), C(C)O (ethanol). Reactants: O (water), C(CC)(=O)C=1C(CC(CC1O)C1=CC(=CC=C1)OC1=NC=C(C=C1)SC)=O (2-propionyl-3-hydroxy-5-(3-(5-(methylthio)-2-pyridyloxy)phenyl)cyclohex-2-en-1-one), Cl.C(C)ON (ethoxyamine hydrochloride), C(C)(=O)[O-].[Na+] (sodium acetate), product, Compound 4. Reported procedure: A mixture of 2.1 g (0.0055 mol) of 2-propionyl-3-hydroxy-5-(3-(5-(methylthio)-2-pyridyloxy)phenyl)cyclohex-2-en-1-one, 0.45 g (0.0061 mol) of ethoxyamine hydrochloride and 0.50 g (0.0061 mol) of sodium acetate in 8 mL of dichloromethane and 12 mL of absolute ethanol was stirred under a nitrogen atmosphere at room temperature for about 20 hours. The reaction mixture was poured into 100 mL of water and extracted thrice with 10 mL portions of dichloromethane. The solvent extracts were combined, dri... The product is C(C)ON=C(CC)C=1C(CC(CC1O)C1=CC(=CC=C1)OC1=NC=C(C=C1)SC)=O (2-(1-(Ethoxyimino)propyl)-3-hydroxy-5-(3-(5-(methylthio)-2-pyridyloxy)phenyl)cyclohex-2-en-1-one). As a reaction SMILES: [C:1]([C:5]1[C:6](=[O:27])[CH2:7][CH:8]([C:12]2[CH:17]=[CH:16][CH:15]=[C:14]([O:18][C:19]3[CH:24]=[CH:23][C:22]([S:25][CH3:26])=[CH:21][N:20]=3)[CH:13]=2)[CH2:9][C:10]=1[OH:11])(=O)[CH2:2][CH3:3].Cl.[CH2:29]([O:31][NH2:32])[CH3:30].C([O-])(=O)C.[Na+].O>ClCCl.C(O)C>[CH2:29]([O:31][N:32]=[C:1]([C:5]1[C:10](=[O:11])[CH2:9][CH:8]([C:12]2[CH:17]=[CH:16][CH:15]=[C:14]([O:18][C:19]3[CH:24]=[CH:23][C:22]([S:25][CH3:26])=[CH:21][N:20]=3)[CH:13]=2)[CH2:7][C:6]=1[OH:27])[CH2:2][CH3:3])[CH3:30] |f:1.2,3.4|. Run at time 20 hour. The reagents and catalysts are [H][H].[Pd] (hydrogen palladium on activated charcoal). RXN SMILES: [CH2:1]([N:8](C)[C:9]1[CH:14]=[CH:13][C:12]([C:15]([CH3:32])([CH2:23][NH:24][C:25]([O:27][C:28]([CH3:31])([CH3:30])[CH3:29])=[O:26])[C:16]([N:18]2[CH2:22][CH2:21][CH2:20][CH2:19]2)=[O:17])=[CH:11][C:10]=1[N+:33]([O-])=O)C1C=CC=CC=1>[H][H].[Pd]>[CH3:1][NH:8][C:9]1[CH:14]=[CH:13][C:12]([C:15]([CH3:32])([CH2:23][NH:24][C:25]([O:27][C:28]([CH3:30])([CH3:29])[CH3:31])=[O:26])[C:16]([N:18]2[CH2:19][CH2:20][CH2:21][CH2:22]2)=[O:17])=[CH:11][C:10]=1[NH2:33] |f:1.2|. The product is CNC1=C(C=C(C=C1)C(C(=O)N1CCCC1)(CNC(=O)OC(C)(C)C)C)N (2-[4-(N-methylamino)-3-amino-phenyl]-2-methyl-3-tert.butyloxycarbonylamino-1-pyrrolidino-propan-1-one). Procedure details: Prepared analogously to Example 1f from 2-[4-(N-benzyl-methylamino)-3-nitro-phenyl]-2-methyl-3-tert.butyloxycarbonylamino-1-pyrrolidino-propan-1-one and hydrogen/palladium on activated charcoal. Starting materials: C(C1=CC=CC=C1)N(C1=C(C=C(C=C1)C(C(=O)N1CCCC1)(CNC(=O)OC(C)(C)C)C)[N+](=O)[O-])C (2-[4-(N-benzyl-methylamino)-3-nitro-phenyl]-2-methyl-3-tert.butyloxycarbonylamino-1-pyrrolidino-propan-1-one). Reactants: C(C1=CC=CC=C1)OC1=CC=C(C=C1)CC(=O)OC (methyl 4-benzyloxyphenylacetate), O (H2O), [H-].[Al+3].[Li+].[H-].[H-].[H-] (lithium aluminum hydride), C(C)(=O)OCC (ethyl acetate). Run in CCOCC (Et2O), CCOCC (Et2O). Run at temperature 0 celsius, time 30 minute. Product: C(C1=CC=CC=C1)OC1=CC=C(C=C1)CCO (1-benzyloxy-4-(2-hydroxyethyl)benzene). Reaction SMILES: [H-].[Al+3].[Li+].[H-].[H-].[H-].[CH2:7]([O:14][C:15]1[CH:20]=[CH:19][C:18]([CH2:21][C:22](OC)=[O:23])=[CH:17][CH:16]=1)[C:8]1[CH:13]=[CH:12][CH:11]=[CH:10][CH:9]=1.C(OCC)(=O)C.O>CCOCC>[CH2:7]([O:14][C:15]1[CH:16]=[CH:17][C:18]([CH2:21][CH2:22][OH:23])=[CH:19][CH:20]=1)[C:8]1[CH:9]=[CH:10][CH:11]=[CH:12][CH:13]=1 |f:0.1.2.3.4.5|. Reported procedure: To a suspension of lithium aluminum hydride (10.8 g, 285 mmoles) in Et2O (300 mL) was very carefully added a solution of methyl 4-(benzyloxy)phenylacetate (6, 72.8 g, 284 mmoles) in Et2O (200 mL) over 40 minutes. After an additional 30 minutes, ethyl acetate (200 mL) was added, followed by H2O (500 mL) and the mixture maintained at 0° C. The mixture was then allowed to separate into two phases. The aqueous phase was extracted with Et2O (2×500 mL). The combined extracts were dried over anhydrous ... The reactants are Cl (hydrochloric acid), C(C)OC(C(C(=O)OCC)C1=NC=C(C=C1F)F)=O (2-(3,5-difluoro-pyridin-2-yl)-malonic acid diethyl ester), O.[OH-].[Li+] (lithium hydroxide monohydrate). Run in C1CCOC1 (THF), O (water). The product is FC=1C(=NC=C(C1)F)CC(=O)O ((3,5-Difluoro-pyridin-2-yl)-acetic acid). The yield is 53.0%. As a reaction SMILES: C([O:3][C:4](=[O:19])[CH:5]([C:11]1[C:16]([F:17])=[CH:15][C:14]([F:18])=[CH:13][N:12]=1)C(OCC)=O)C.O.[OH-].[Li+].Cl>C1COCC1.O>[F:17][C:16]1[C:11]([CH2:5][C:4]([OH:19])=[O:3])=[N:12][CH:13]=[C:14]([F:18])[CH:15]=1 |f:1.2.3|. Reported procedure: To a stirred solution of 2-(3,5-difluoro-pyridin-2-yl)-malonic acid diethyl ester (1 g, 3.56 mmol) (Preparation 264) in THF (15 mL) was added a solution of lithium hydroxide monohydrate (462 mg, 10.4 mmol) in water (4 mL) dropwise at 0° C. and the mixture heated to reflux for 2 hours. The reaction mixture was cooled to room temperature, acidified (pH ˜3) with 2N hydrochloric acid and extracted with 20% isopropanol-dichloromethane (5×20 mL). The combined organic layers were dried (Na2SO4) and eva... Reactants: Cc1noc(C)c1Cn1cc(N2C(=O)N(Cc3cccc(O[Si](C)(C)C(C)(C)C)c3)C(C)(C)C2=O)cn1, CO, Cl. Product: Cc1noc(C)c1Cn1cc(N2C(=O)N(Cc3cccc(O)c3)C(C)(C)C2=O)cn1. Reaction SMILES: [C:1]([Si:2]([CH3:3])([CH3:4])[O:6][c:7]1[cH:8][c:9]([CH2:10][N:11]2[C:12](=[O:32])[N:13]([c:19]3[cH:20][n:21][n:22]([CH2:24][c:25]4[c:26]([CH3:31])[n:27][o:28][c:29]4[CH3:30])[cH:23]3)[C:14](=[O:18])[C:15]2([CH3:16])[CH3:17])[cH:33][cH:34][cH:35]1)([CH3:5])([CH3:36])[CH3:37].[CH3:39][OH:40].[ClH:38]>>[OH:6][c:7]1[cH:8][c:9]([CH2:10][N:11]2[C:12](=[O:32])[N:13]([c:19]3[cH:20][n:21][n:22]([CH2:24][c:25]4[c:26]([CH3:31])[n:27][o:28][c:29]4[CH3:30])[cH:23]3)[C:14](=[O:18])[C:15]2([CH3:16])[CH3:17])[cH:33][cH:34][cH:35]1. Reactants: CC1=NNC=C1C=O (3-methyl-1H-pyrazole-4-carbaldehyde), [H-].[Na+] (NaH), O (water), ClC1=NC(=NC=C1)NC=1C=C2C(=CN(C2=CC1)C)C(C(C)C)=O (1-(5-(4-chloropyrimidin-2-ylamino)-1-methyl-1H-indol-3-yl)-2-methylpropan-1-one). Solvent: CN(C)C=O (DMF). Reaction conditions: time 30 minute. The product is C(C(C)C)(=O)C1=CN(C2=CC=C(C=C12)NC1=NC=CC(=N1)N1N=C(C(=C1)C=O)C)C (1-(2-(3-isobutyryl-1-methyl-1H-indol-5-ylamino)pyrimidin-4-yl)-3-methyl-1H-pyrazole-4-carbaldehyde). The yield is 63.9%. RXN SMILES: [CH3:1][C:2]1[C:6]([CH:7]=[O:8])=[CH:5][NH:4][N:3]=1.[H-].[Na+].Cl[C:12]1[CH:17]=[CH:16][N:15]=[C:14]([NH:18][C:19]2[CH:20]=[C:21]3[C:25](=[CH:26][CH:27]=2)[N:24]([CH3:28])[CH:23]=[C:22]3[C:29](=[O:33])[CH:30]([CH3:32])[CH3:31])[N:13]=1.O>CN(C=O)C>[C:29]([C:22]1[C:21]2[C:25](=[CH:26][CH:27]=[C:19]([NH:18][C:14]3[N:15]=[C:16]([N:4]4[CH:5]=[C:6]([CH:7]=[O:8])[C:2]([CH3:1])=[N:3]4)[CH:17]=[CH:12][N:13]=3)[CH:20]=2)[N:24]([CH3:28])[CH:23]=1)(=[O:33])[CH:30]([CH3:32])[CH3:31] |f:1.2|. Procedure: To a solution of 3-methyl-1H-pyrazole-4-carbaldehyde (273 mg, 2.48 mmol) in anhydrous DMF (5 mL) was added 60% NaH (130 mg, 3.25 mmol) at 0° C. After being stirred for 30 min at room temperature, it was cooled to 0° C. To this, was added intermediate 5 (542 mg, 1.65 mmol) and then stirred for 6 hours at 60° C. Quenching the reaction by addition of ice and 20 mL of water resulted precipitation of brown solids. The resulted solids were collected by filtration, rinsed with water and the dried in va... The reactants are O=C1N(C(SC1)=S)C1CC(CCC1)C(=O)O (3-(4-oxo-2-thioxo-thiazolidin-3-yl)-cyclohexanecarboxylic acid), C(C)O (ethanol), C(C)(C)(C)C1=CC=C(C=C1)C1=CC=C(O1)C=O (5-(4-tert-butyl-phenyl)-furan-2-carbaldehyde), diethylenediamine diacetate. Solvent: CO (methanol), ClCCl (dichloromethane), [Cl-].[NH4+] (ammonium chloride). Run at time 65 hour. Yields the product C(C)(C)(C)C1=CC=C(C=C1)C1=CC=C(O1)C=C1C(N(C(S1)=S)C1CC(CCC1)C(=O)O)=O (3-{5-[1-[5-(4-tert-butyl-phenyl)-furan-2-yl]-methylidene]-4-oxo-2-thioxo-thiazolidin-3-yl}-cyclohexanecarboxylic acid). The yield is 68.7%. Reaction SMILES: [O:1]=[C:2]1[CH2:6][S:5][C:4](=[S:7])[N:3]1[CH:8]1[CH2:13][CH2:12][CH2:11][CH:10]([C:14]([OH:16])=[O:15])[CH2:9]1.[C:17]([C:21]1[CH:26]=[CH:25][C:24]([C:27]2[O:31][C:30]([CH:32]=O)=[CH:29][CH:28]=2)=[CH:23][CH:22]=1)([CH3:20])([CH3:19])[CH3:18].C(O)C>CO.ClCCl.[Cl-].[NH4+]>[C:17]([C:21]1[CH:26]=[CH:25][C:24]([C:27]2[O:31][C:30]([CH:32]=[C:6]3[S:5][C:4](=[S:7])[N:3]([CH:8]4[CH2:13][CH2:12][CH2:11][CH:10]([C:14]([OH:16])=[O:15])[CH2:9]4)[C:2]3=[O:1])=[CH:29][CH:28]=2)=[CH:23][CH:22]=1)([CH3:20])([CH3:19])[CH3:18] |f:5.6|. Reported procedure: 3-(4-oxo-2-thioxo-thiazolidin-3-yl)-cyclohexanecarboxylic acid (80 mg, 0.31 mmol), 5-(4-tert-butyl-phenyl)-furan-2-carbaldehyde (75 mg, 0.33 mmol), and diethylenediamine diacetate (59 mg, 0.33 mmol) were combined in a 20 mL vial with ethanol (5 mL) and stirred at room temperature for 65 h. The reaction mixture was diluted with 10% methanol in dichloromethane (200 mL) and aqueous ammonium chloride (20 mL) and stirred at room temperature for 15 minutes. The layers were separated and the aqueous la... Starting materials: Cc1cc(C)c(C(=O)O)[nH]1, NCC=CCOc1cc(CN2CCCCC2)ccn1. The product is Cc1cc(C)c(C(=O)NCC=CCOc2cc(CN3CCCCC3)ccn2)[nH]1. Reaction SMILES: [CH3:20][c:21]1[c:22]([C:27](=[O:28])[OH:29])[nH:23][c:24]([CH3:26])[cH:25]1.[N:1]1([CH2:7][c:8]2[cH:9][c:10]([O:14][CH2:15][CH:16]=[CH:17][CH2:18][NH2:19])[n:11][cH:12][cH:13]2)[CH2:2][CH2:3][CH2:4][CH2:5][CH2:6]1>>[N:1]1([CH2:7][c:8]2[cH:9][c:10]([O:14][CH2:15][CH:16]=[CH:17][CH2:18][NH:19][C:27]([c:22]3[c:21]([CH3:20])[cH:25][c:24]([CH3:26])[nH:23]3)=[O:28])[n:11][cH:12][cH:13]2)[CH2:2][CH2:3][CH2:4][CH2:5][CH2:6]1. The reactants are B, CCOC(C)=O, Cl, [Na+], C1CCOC1, C1CCOC1, [OH-], O, CC(CO)N(C=O)CCOCCc1ccc2sccc2c1. Product: CC(CO)N(C)CCOCCc1ccc2sccc2c1. RXN SMILES: [BH3:27].[CH3:36][CH2:37][O:38][C:39](=[O:40])[CH3:41].[ClH:28].[Na+:30].[O:22]1[CH2:23][CH2:24][CH2:25][CH2:26]1.[O:31]1[CH2:32][CH2:33][CH2:34][CH2:35]1.[OH-:29].[OH2:42].[s:1]1[c:2]2[c:3]([cH:4][cH:5]1)[cH:6][c:7]([CH2:10][CH2:11][O:12][CH2:13][CH2:14][N:15]([CH:16]=[O:17])[CH:18]([CH2:19][OH:20])[CH3:21])[cH:8][cH:9]2>>[s:1]1[c:2]2[c:3]([cH:4][cH:5]1)[cH:6][c:7]([CH2:10][CH2:11][O:12][CH2:13][CH2:14][N:15]([CH3:16])[CH:18]([CH2:19][OH:20])[CH3:21])[cH:8][cH:9]2.